From a dataset of the Open Reaction Database (ORD), a public repository of structured organic reaction records. describe an organic reaction: reactants, conditions, products, and yield The reactants are NC=1C(=NC=CC1CSC)Cl (3-amino-2-chloro-4-methylthiomethylpyridine), COS(=O)(=O)OC (dimethylsulfate), resultant mixture. The reagents and catalysts are [Zn] (zinc), [Zn] (zinc). Run in CO (methanol), FC(C(=O)O)(F)F (trifluoroacetic acid). Reaction conditions: time 68 hour. Yields the product NC=1C(=NC=CC1C)Cl (3-amino-2-chloro-4-methylpyridine). Reaction SMILES: [NH2:1][C:2]1[C:3]([Cl:11])=[N:4][CH:5]=[CH:6][C:7]=1[CH2:8]SC.COS(OC)(=O)=O>FC(F)(F)C(O)=O.CO.[Zn]>[NH2:1][C:2]1[C:3]([Cl:11])=[N:4][CH:5]=[CH:6][C:7]=1[CH3:8]. Reported procedure: 3-amino-2-chloro-4-methylthiomethylpyridine prepared above in B (90.2 mg, 0.48 mmoles) was dissolved in trifluoroacetic acid (450 μl). To the resulting solution was added dimethylsulfate (57.1 mg, 0.452 mmoles) at ambient temperature and allowed to stand at ambient temperature for 68 hours, to produce an alkylation solution. A proton NMR spectrum of the alkylation solution revealed that complete alkylation had ocurred. The alkylation solution was then evaporated to dryness and the resultant resi... Starting materials: resultant mixture, OC=1C=C(C=O)C=CC1 (3-Hydroxybenzaldehyde), C([O-])([O-])=O.[K+].[K+] (potassium carbonate), C(C)(C)(C)[Si](Cl)(C)C (tert-butyldimethylchlorosilane), C(C)(=O)OCC (ethyl acetate). Run in C(C)#N (acetonitrile). The product is [Si](C)(C)(C(C)(C)C)OC=1C=C(C=O)C=CC1 (3-tert-Butyldimethylsilyloxybenzaldehyde). RXN SMILES: [OH:1][C:2]1[CH:3]=[C:4]([CH:7]=[CH:8][CH:9]=1)[CH:5]=[O:6].C(=O)([O-])[O-].[K+].[K+].[C:16]([Si:20]([CH3:23])([CH3:22])Cl)([CH3:19])([CH3:18])[CH3:17].C(OCC)(=O)C>C(#N)C>[Si:20]([O:1][C:2]1[CH:3]=[C:4]([CH:7]=[CH:8][CH:9]=1)[CH:5]=[O:6])([C:16]([CH3:19])([CH3:18])[CH3:17])([CH3:23])[CH3:22] |f:1.2.3|. Procedure: 3-Hydroxybenzaldehyde (5.0 g, 40.9 mmol) was dissolved in acetonitrile (10.0 mL). Subsequently, potassium carbonate (11.3 g, 81.9 mmol), and then tert-butyldimethylchlorosilane (7.4 g, 49.1 mmol) were added thereto, and the resultant mixture was stirred at room temperature. After completion of reaction, ethyl acetate was added thereto, followed by washing sequentially with water and brine, and drying over anhydrous sodium sulfate. The reaction mixture was subjected to filtration, concentration u...